This data is from the Open Reaction Database (ORD), a public repository of structured organic reaction records. The task is: describe an organic reaction: reactants, conditions, products, and yield Reactants: C(C)OC(CCCN1C2=NC=NC(=C2N=C1)NC[C@@H](C(=O)OC(C)(C)C)NC(=O)OCC1=CC=CC=C1)=O (4-[6-((2S)-2-benzyloxycarbonylamino-2-tert-butoxycarbonyl-ethylamino)-purin-9-yl]-butyric acid ethyl ester), N1C(=NCCC1)N (1,4,5,6-tetrahydro-pyrimidin-2-ylamine). The solvent is CN(C=O)C (dimethylformamide). Conditions: time 16 hour. Product: C(C)(C)(C)OC([C@H](CNC1=C2N=CN(C2=NC=N1)CCCC(NC=1NCCCN1)=O)NC(=O)OCC1=CC=CC=C1)=O ((2S)-2-Benzyloxycarbonylamino-3-{9-[3-(1,4,5,6-tetrahydro-pyrimidin-2-ylcarbamoyl)-propyl]-9H-purin-6-ylamino}-propionic acid tert-butyl ester). Reaction SMILES: C([O:3][C:4](=O)[CH2:5][CH2:6][CH2:7][N:8]1[CH:16]=[N:15][C:14]2[C:9]1=[N:10][CH:11]=[N:12][C:13]=2[NH:17][CH2:18][C@H:19]([NH:27][C:28]([O:30][CH2:31][C:32]1[CH:37]=[CH:36][CH:35]=[CH:34][CH:33]=1)=[O:29])[C:20]([O:22][C:23]([CH3:26])([CH3:25])[CH3:24])=[O:21])C.[NH:39]1[CH2:44][CH2:43][CH2:42][N:41]=[C:40]1[NH2:45]>CN(C)C=O>[C:23]([O:22][C:20](=[O:21])[C@@H:19]([NH:27][C:28]([O:30][CH2:31][C:32]1[CH:37]=[CH:36][CH:35]=[CH:34][CH:33]=1)=[O:29])[CH2:18][NH:17][C:13]1[N:12]=[CH:11][N:10]=[C:9]2[C:14]=1[N:15]=[CH:16][N:8]2[CH2:7][CH2:6][CH2:5][C:4](=[O:3])[NH:45][C:40]1[NH:41][CH2:42][CH2:43][CH2:44][N:39]=1)([CH3:26])([CH3:24])[CH3:25]. Procedure details: 200 mg (0.38 mmol) of 4-[6-((2S)-2-benzyloxycarbonylamino-2-tert-butoxycarbonyl-ethylamino)-purin-9-yl]-butyric acid ethyl ester was dissolved in 2 ml of dimethylformamide and 188 mg (1.9 mmol) of 1,4,5,6-tetrahydro-pyrimidin-2-ylamine was added. The solution was stirred at room temperature for 16 hours. The solvent was removed in vacuo, the residue was dissolved in dichloromethane and the solution was washed twice with 10% aqueous citric acid solution and twice with water. Product in the combin... The reactants are NC1=CC=C(C(=O)NC=2C=CC3=C(N(C=N3)C(CC(=O)OCC)C3=CC=CC=C3)C2)C=C1 (ethyl 3-{6-[(4-aminobenzoyl)amino]-1H-benzimidazol-1-yl}-3-phenylpropanoate), solution. Run in Cl (hydrochloric acid). Product: NC1=CC=C(C(=O)NC=2C=CC3=C(N(C=N3)C(CC(=O)O)C3=CC=CC=C3)C2)C=C1 (3-{6-[(4-Amino benzoyl)amino]-1H-benzimidazol-1-yl}-3-phenylpropanoic acid), Phase II. Reaction SMILES: [NH2:1][C:2]1[CH:32]=[CH:31][C:5]([C:6]([NH:8][C:9]2[CH:10]=[CH:11][C:12]3[N:16]=[CH:15][N:14]([CH:17]([C:24]4[CH:29]=[CH:28][CH:27]=[CH:26][CH:25]=4)[CH2:18][C:19]([O:21]CC)=[O:20])[C:13]=3[CH:30]=2)=[O:7])=[CH:4][CH:3]=1>Cl>[NH2:1][C:2]1[CH:3]=[CH:4][C:5]([C:6]([NH:8][C:9]2[CH:10]=[CH:11][C:12]3[N:16]=[CH:15][N:14]([CH:17]([C:24]4[CH:25]=[CH:26][CH:27]=[CH:28][CH:29]=4)[CH2:18][C:19]([OH:21])=[O:20])[C:13]=3[CH:30]=2)=[O:7])=[CH:31][CH:32]=1. Procedure: A solution of ethyl 3-{6-[(4-aminobenzoyl)amino]-1H-benzimidazol-1-yl}-3-phenylpropanoate (50 mg, 117 μmol) in hydrochloric acid (20 mL of a 5N solution) was stirred at room temperature for 72 hours. The solution was then evaporated in vacuo, and the residue was purified by RP-HPLC to afford the title compound, [LCMS (Method A, Mobile Phase II) RT=3.20 min, MH+ 401]. Procedure: A 4 N hydrochloric acid-ethyl acetate solution (30 mL) was dropwise added to an ethyl acetate solution (30 mL) of (R)-2-tert-butoxycarbonylamino-5-(4-chlorophenyl)-5-oxopentanoic acid ethyl ester (5.6 g) at room temperature. The resulting reaction solution was stirred at room temperature for 2 hr and concentrated under reduced pressure to give 5.0 g of a yellow oily substance. To an ethyl acetate solution (100 mL) of this crude product, a saturated sodium hydrogencarbonate aqueous solution (100 ... Reaction SMILES: Cl.C(OCC)(=O)C.[CH2:8]([O:10][C:11](=[O:32])[C@H:12]([NH:24]C(OC(C)(C)C)=O)[CH2:13][CH2:14][C:15]([C:17]1[CH:22]=[CH:21][C:20]([Cl:23])=[CH:19][CH:18]=1)=O)[CH3:9].C(=O)([O-])O.[Na+]>C(OCC)(=O)C>[CH2:8]([O:10][C:11]([C@H:12]1[CH2:13][CH2:14][C:15]([C:17]2[CH:22]=[CH:21][C:20]([Cl:23])=[CH:19][CH:18]=2)=[N:24]1)=[O:32])[CH3:9] |f:0.1,3.4|. The product is C(C)OC(=O)[C@@H]1N=C(CC1)C1=CC=C(C=C1)Cl ((R)-5-(4-chlorophenyl)-3,4-dihydro-2H-pyrrole-2-carboxylic acid ethyl ester). Run at time 2 hour. Reactants: Cl.C(C)(=O)OCC (hydrochloric acid ethyl acetate), C(C)OC([C@@H](CCC(=O)C1=CC=C(C=C1)Cl)NC(=O)OC(C)(C)C)=O ((R)-2-tert-butoxycarbonylamino-5-(4-chlorophenyl)-5-oxopentanoic acid ethyl ester), crude product, C(O)([O-])=O.[Na+] (sodium hydrogencarbonate). The yield is 91.8%. The solvent is C(C)(=O)OCC (ethyl acetate), C(C)(=O)OCC (ethyl acetate). The reactants are C (charcoal), [H][H] (hydrogen), C(C1=CC=CC=C1)OC=1C=NC(=NC1)C1=CC=C(C=O)C=C1 (4-(5-benzyloxypyrimidin-2-yl)benzaldehyde), C([O-])([O-])=O.[Na+].[Na+] (sodium carbonate). The reagents and catalysts are [Pd] (palladium). The solvent is C(C)(=O)OCC (ethyl acetate). The product is OC=1C=NC(=NC1)C1=CC=C(C=O)C=C1 (4-(5-hydroxypyrimidin-2-yl)benzaldehyde). The yield is 88.5%. Reaction SMILES: C([O:8][C:9]1[CH:10]=[N:11][C:12]([C:15]2[CH:22]=[CH:21][C:18]([CH:19]=[O:20])=[CH:17][CH:16]=2)=[N:13][CH:14]=1)C1C=CC=CC=1.C(=O)([O-])[O-].[Na+].[Na+].C.[H][H]>[Pd].C(OCC)(=O)C>[OH:8][C:9]1[CH:14]=[N:13][C:12]([C:15]2[CH:16]=[CH:17][C:18]([CH:19]=[O:20])=[CH:21][CH:22]=2)=[N:11][CH:10]=1 |f:1.2.3|. Reported procedure: A mixture of 10.0 g of 4-(5-benzyloxypyrimidin-2-yl)benzaldehyde, 0.2 g of sodium carbonate and 250 ml of ethyl acetate was treated with 1.0 g of palladium on active charcoal (10%) and hydrogenated at normal pressure and room temperature until the hydrogen uptake came to a standstill. The inorganic material was filtered off over Sillit and the filtrate was concentrated. Recrystallization of the crude product from hexane gave 6.1 g of pure 4-(5-hydroxypyrimidin-2-yl)benzaldehyde. Reactants: CC1N(CCCC1)C=1C(NC2=CC=C(C=C2N1)C(=O)OC)=O (methyl 3-(2-methylpiperidin-1-yl)-2-oxo-1,2-dihydroquinoxaline-6-carboxylate), N1=CC=CC=C1 (pyridine), O(S(=O)(=O)C(F)(F)F)S(=O)(=O)C(F)(F)F (Tf2O). The solvent is ClCCl (dichloromethane). Run at time 8 hour. The product is CC1N(CCCC1)C=1C(=NC2=CC=C(C=C2N1)C(=O)OC)OS(=O)(=O)C(F)(F)F (methyl 3-(2-methylpiperidin-1-yl)-2-(trifluoromethylsulfonyloxy)quinoxaline-6-carboxylate). Reaction SMILES: [CH3:1][CH:2]1[CH2:7][CH2:6][CH2:5][CH2:4][N:3]1[C:8]1[C:9](=[O:22])[NH:10][C:11]2[C:16]([N:17]=1)=[CH:15][C:14]([C:18]([O:20][CH3:21])=[O:19])=[CH:13][CH:12]=2.N1C=CC=CC=1.[O:29](S(C(F)(F)F)(=O)=O)[S:30]([C:33]([F:36])([F:35])[F:34])(=O)=[O:31]>ClCCl>[CH3:1][CH:2]1[CH2:7][CH2:6][CH2:5][CH2:4][N:3]1[C:8]1[C:9]([O:22][S:30]([C:33]([F:36])([F:35])[F:34])(=[O:31])=[O:29])=[N:10][C:11]2[C:16]([N:17]=1)=[CH:15][C:14]([C:18]([O:20][CH3:21])=[O:19])=[CH:13][CH:12]=2. Procedure: To a solution of methyl 3-(2-methylpiperidin-1-yl)-2-oxo-1,2-dihydroquinoxaline-6-carboxylate (520 mg, 1.73 mmol) in dichloromethane (60 ml) was added pyridine (690 mg, 8.72 mmol) followed by the addition of Tf2O (1.22 g, 4.32 mmol), and the resulting solution was stirred overnight at room temperature. The reaction was quenched by the addition of ice-water (200 ml) and extracted with dichloromethane (2×30 ml). The organic layers were combined, dried over anhydrous magnesium sulfate and concentra... Starting materials: O=C([O-])[O-], CCCC[N+](CCCC)(CCCC)CCCC, CCOC(=O)c1sc(N2CCNC2=O)nc1C, CC(C)=O, BrCC1CC1, [I-], [K+], [K+]. Product: CCOC(=O)c1sc(N2CCN(CC3CC3)C2=O)nc1C. Reaction SMILES: [C:18](=[O:19])([O-:20])[O-:21].[CH2:30]([N+:31]([CH2:32][CH2:33][CH2:34][CH3:35])([CH2:36][CH2:37][CH2:38][CH3:39])[CH2:40][CH2:41][CH2:42][CH3:43])[CH2:44][CH2:45][CH3:46].[CH3:1][c:2]1[n:3][c:4]([N:12]2[C:13](=[O:17])[NH:14][CH2:15][CH2:16]2)[s:5][c:6]1[C:7](=[O:8])[O:9][CH2:10][CH3:11].[CH3:47][C:48](=[O:49])[CH3:50].[CH:24]1([CH2:27][Br:28])[CH2:25][CH2:26]1.[I-:29].[K+:22].[K+:23]>>[CH3:1][c:2]1[n:3][c:4]([N:12]2[C:13](=[O:17])[N:14]([CH2:27][CH:24]3[CH2:25][CH2:26]3)[CH2:15][CH2:16]2)[s:5][c:6]1[C:7](=[O:8])[O:9][CH2:10][CH3:11].